This data is from the Open Reaction Database (ORD), a public repository of structured organic reaction records. The task is: describe an organic reaction: reactants, conditions, products, and yield The reactants are S1C=NC=C1C1=CC=C(C=C1)CN(C[C@@H]([C@H](CC1=CC=CC=C1)NC([C@@H](NC(=O)OC)[C@@H](C)CC)=O)O)NC(=O)OC(C)(C)C (1-[4-(thiazol-5-yl)-phenyl]-4(S)-hydroxy-2-(tert-butoxycarbonyl)amino-5(S)-N-(N-methoxycarbonyl-(L)-iso-leucyl)amino-6-phenyl-2-azahexane). Run in C(=O)O (formic acid). Product: S1C=NC=C1C1=CC=C(C=C1)CN(C[C@@H]([C@H](CC1=CC=CC=C1)NC([C@@H](NC(=O)OC)[C@@H](C)CC)=O)O)N (1-[4-(Thiazol-5-yl)-phenyl]-4(S)-hydroxy-2-amino-5(S)-N-(N-methoxycarbonyl-(L)-iso-leucyl)amino-6-phenyl-2-azahexane). RXN SMILES: [S:1]1[C:5]([C:6]2[CH:11]=[CH:10][C:9]([CH2:12][N:13]([NH:38]C(OC(C)(C)C)=O)[CH2:14][C@H:15]([OH:37])[C@@H:16]([NH:24][C:25](=[O:36])[C@H:26]([C@H:32]([CH2:34][CH3:35])[CH3:33])[NH:27][C:28]([O:30][CH3:31])=[O:29])[CH2:17][C:18]3[CH:23]=[CH:22][CH:21]=[CH:20][CH:19]=3)=[CH:8][CH:7]=2)=[CH:4][N:3]=[CH:2]1>C(O)=O>[S:1]1[C:5]([C:6]2[CH:7]=[CH:8][C:9]([CH2:12][N:13]([NH2:38])[CH2:14][C@H:15]([OH:37])[C@@H:16]([NH:24][C:25](=[O:36])[C@H:26]([C@H:32]([CH2:34][CH3:35])[CH3:33])[NH:27][C:28]([O:30][CH3:31])=[O:29])[CH2:17][C:18]3[CH:23]=[CH:22][CH:21]=[CH:20][CH:19]=3)=[CH:10][CH:11]=2)=[CH:4][N:3]=[CH:2]1. Procedure details: 320 mg (0.50 mmol) of 1-[4-(thiazol-5-yl)-phenyl]-4(S)-hydroxy-2-(tert-butoxycarbonyl)amino-5(S)-N-(N-methoxycarbonyl-(L)-iso-leucyl)amino-6-phenyl-2-azahexane and 6 ml of formic acid are reacted analogously to Example 2d to form the title compound which is used further directly. Starting materials: [BH4-].[Na+] (sodium borohydride), fine powders, [Cl-].[Al+3].[Cl-].[Cl-] (aluminum chloride), CC=1NC2=CC=CC(=C2C1)Cl (2-methyl-4-chloroindole). The solvent is N1=CC=CC=C1 (pyridine). The product is CC1NC2=CC=CC(=C2C1)Cl (2-methyl-4-chloroindoline). The yield is 76.3%. RXN SMILES: [BH4-].[Na+].[CH3:3][C:4]1[NH:5][C:6]2[C:11]([CH:12]=1)=[C:10]([Cl:13])[CH:9]=[CH:8][CH:7]=2.[Cl-].[Al+3].[Cl-].[Cl-]>N1C=CC=CC=1>[CH3:3][CH:4]1[CH2:12][C:11]2[C:6](=[CH:7][CH:8]=[CH:9][C:10]=2[Cl:13])[NH:5]1 |f:0.1,3.4.5.6|. Reported procedure: 5 g of sodium borohydride was added to 66 ml of pyridine having dissolved therein 4.4 g of 2-methyl-4-chloroindole. To the mixture were added gradually 10.6 g of fine powders of aluminum chloride while ice-cooling with stirring. After completion of addition the mixture was stirred and allowed to react at room temperature for 27 hours, the solvent was removed therefrom under reduced pressure. Water was added to the residue and the mixture was extracted with 100 ml of benzene. The benzene layer wa... The reactants are Cc1cccc(C(=O)O)n1, COc1ccc(C=O)cc1. Yields the product COc1ccc(C(O)c2cccc(C)n2)cc1. As a reaction SMILES: [CH3:11][c:12]1[cH:13][cH:14][cH:15][c:16]([C:18]([OH:19])=[O:20])[n:17]1.[CH3:1][O:2][c:3]1[cH:4][cH:5][c:6]([CH:7]=[O:8])[cH:9][cH:10]1>>[CH3:1][O:2][c:3]1[cH:4][cH:5][c:6]([CH:7]([OH:8])[c:16]2[cH:15][cH:14][cH:13][c:12]([CH3:11])[n:17]2)[cH:9][cH:10]1. Starting materials: N (ammonia), CN(S(=O)(=O)N1C=NC=C1CNCC)C (5-ethylaminomethyl-imidazole-1-sulfonic acid dimethylamide), ClC1=NC=CC(=C1)F (2-chloro-4-fluoropyridine), Cl (hydrochloric acid). Run in C(C)O (ethanol). Conditions: temperature 140 celsius, time 8 hour. Yields the product ClC1=NC=CC(=C1)N(CC=1NC=NC1)CC ((2-Chloro-pyridin-4-yl)-ethyl-(3H-imidazol-4-ylmethyl)-amine). Reaction SMILES: CN(C)S([N:6]1[C:10]([CH2:11][NH:12][CH2:13][CH3:14])=[CH:9][N:8]=[CH:7]1)(=O)=O.[Cl:16][C:17]1[CH:22]=[C:21](F)[CH:20]=[CH:19][N:18]=1.Cl.N>C(O)C>[Cl:16][C:17]1[CH:22]=[C:21]([N:12]([CH2:13][CH3:14])[CH2:11][C:10]2[NH:6][CH:7]=[N:8][CH:9]=2)[CH:20]=[CH:19][N:18]=1. Procedure: A mixture of 5-ethylaminomethyl-imidazole-1-sulfonic acid dimethylamide (0.2 g, 0.86 mmol) and 2-chloro-4-fluoropyridine (0.12 g; 0.91 mmol) was heated in a sealed vessel in a microwave oven for 30 min at 140° C. Then after cooling a solution of hydrochloric acid in ethanol (5 N, 1 ml) was added and the mixture was stirred at 90° C. overnight. For workup aqueous ammonia solution was added to basic pH and the mixture was extracted three times with ethyl acetate. The combined organic layers were d... Reactants: CC(=O)OC(C)=O, O, N#CC(O)c1csc(NC(=O)OCC(Cl)(Cl)Cl)n1, c1ccncc1. Product: CC(=O)OC(C#N)c1csc(NC(=O)OCC(Cl)(Cl)Cl)n1. As a reaction SMILES: [CH3:25][C:26](=[O:27])[O:28][C:29](=[O:30])[CH3:31].[OH2:32].[OH:1][CH:2]([C:3]#[N:4])[c:5]1[n:6][c:7]([NH:10][C:11](=[O:12])[O:13][CH2:14][C:15]([Cl:16])([Cl:17])[Cl:18])[s:8][cH:9]1.[cH:19]1[cH:20][cH:21][n:22][cH:23][cH:24]1>>[O:1]([CH:2]([C:3]#[N:4])[c:5]1[n:6][c:7]([NH:10][C:11](=[O:12])[O:13][CH2:14][C:15]([Cl:16])([Cl:17])[Cl:18])[s:8][cH:9]1)[C:26]([CH3:25])=[O:27]. Reactants: OC1=CC=C2C=CC=C(C2=C1)CCNC(=O)C1CC1 (N-[2-(7-hydroxy-1-naphthyl)ethyl]cyclopropanecarboxamide), OC1=CC=C2C=CC=C(C2=C1)CCNC(=O)C1CCC1 (N-[2-(7-hydroxy-1-naphthyl)ethyl]cyclobutanecarboxamide). The product is C1=CC(CCC1)OC1=CC=C2C=CC=C(C2=C1)CCNC(=O)C1CCC1 (N-{2-[7-(cyclohexen-3-yl)oxy-1-naphthyl]ethyl}cyclobutanecarboxamide). As a reaction SMILES: O[C:2]1[CH:11]=[C:10]2[C:5](C=CC=C2CCNC(C2CC2)=O)=[CH:4][CH:3]=1.[OH:20][C:21]1[CH:30]=[C:29]2[C:24]([CH:25]=[CH:26][CH:27]=[C:28]2[CH2:31][CH2:32][NH:33][C:34]([CH:36]2[CH2:39][CH2:38][CH2:37]2)=[O:35])=[CH:23][CH:22]=1>>[CH:2]1[CH2:11][CH2:10][CH2:5][CH:4]([O:20][C:21]2[CH:30]=[C:29]3[C:24]([CH:25]=[CH:26][CH:27]=[C:28]3[CH2:31][CH2:32][NH:33][C:34]([CH:36]3[CH2:39][CH2:38][CH2:37]3)=[O:35])=[CH:23][CH:22]=2)[CH:3]=1. Procedure: Using the procedure described in Example 25, but replacing the compound obtained in Example 24 by the compound obtained in Example 41, N-{2-[7-(cyclohexen-3-yl)oxy-1-naphthyl]ethyl}cyclobutanecarboxamide is obtained. The reactants are ClCC(=O)Cl (chloroacetyl chloride), C(C(C)(C)C)(=O)OC(C)(C1NCCC2=CC=CC=C12)C (1-methyl-1-(1,2,3,4-tetrahydroisoquinolin-1-yl)ethyl pivalate). The solvent is CCOC(=O)C (EtOAc), mixed solvent, CCOC(=O)C (EtOAc). Conditions: time 2 hour. Product: C(C(C)(C)C)(=O)OC(C)(C)C1N(CCC2=CC=CC=C12)C(CCl)=O (1-[2 (chloroacetyl)-1,2,3,4-tetrahydroisoquinolin-1-yl]-1-methylethyl pivalate). RXN SMILES: [C:1]([O:7][C:8]([CH3:20])([CH:10]1[C:19]2[C:14](=[CH:15][CH:16]=[CH:17][CH:18]=2)[CH2:13][CH2:12][NH:11]1)[CH3:9])(=[O:6])[C:2]([CH3:5])([CH3:4])[CH3:3].[Cl:21][CH2:22][C:23](Cl)=[O:24]>CCOC(C)=O>[C:1]([O:7][C:8]([CH:10]1[C:19]2[C:14](=[CH:15][CH:16]=[CH:17][CH:18]=2)[CH2:13][CH2:12][N:11]1[C:23](=[O:24])[CH2:22][Cl:21])([CH3:20])[CH3:9])(=[O:6])[C:2]([CH3:5])([CH3:3])[CH3:4]. Procedure: 1-methyl-1-(1,2,3,4-tetrahydroisoquinolin-1-yl)ethyl pivalate (2.79 g) was dissolved in a 1:4 mixed solvent (30 mL) of EtOAc-saturated aqueous sodium bicarbonate. A solution of chloroacetyl chloride (0.9 mL) in EtOAc (6 mL) was added dropwise to the reaction liquid under ice-cooling, followed by stirring at room temperature for 2 hours and extraction with EtOAc. The extract was washed with saturated brine, and then dried over magnesium sulfate. The solvent was evaporated and the resulting residu... Starting materials: C(C)N1C=C(C(C2=CC(=C(C=C12)C1=CC(=NC(=C1)C)C)F)=O)C(=O)O (1-ethyl-6-fluoro-1,4-dihydro-7-(2,6-dimethyl-4-pyridinyl)-4-oxo-3-quinolinecarboxylic acid), adduct, C1=CC=C(C=C1)C2=CC=CC=C2.C1=CC=C(C=C1)OC2=CC=CC=C2 (Dowtherm A). Product: FC=1C=C2C(C(=CNC2=CC1C1=CC(=NC(=C1)C)C)C(=O)OCC)=O (ethyl 6-fluoro-1,4-dihydro-7-(2,6-dimethyl-4-pyridinyl)-4-oxo-3-quinolinecarboxylate). RXN SMILES: C([N:3]1[C:12]2[C:7](=[CH:8][C:9]([F:21])=[C:10]([C:13]3[CH:18]=[C:17]([CH3:19])[N:16]=[C:15]([CH3:20])[CH:14]=3)[CH:11]=2)[C:6](=[O:22])[C:5]([C:23]([OH:25])=[O:24])=[CH:4]1)C.[CH:26]1C=CC(C2C=CC=CC=2)=C[CH:27]=1.C1C=CC(OC2C=CC=CC=2)=CC=1>>[F:21][C:9]1[CH:8]=[C:7]2[C:12](=[CH:11][C:10]=1[C:13]1[CH:18]=[C:17]([CH3:19])[N:16]=[C:15]([CH3:20])[CH:14]=1)[NH:3][CH:4]=[C:5]([C:23]([O:25][CH2:26][CH3:27])=[O:24])[C:6]2=[O:22] |f:1.2|. Reported procedure: Preparation of 1-ethyl-6-fluoro-1,4-dihydro-7-(2,6-dimethyl-4-pyridinyl)-4-oxo-3-quinolinecarboxylic acid was then carried out by refluxing the EMME adduct of Example 4B in Dowtherm A to produce ethyl 6-fluoro-1,4-dihydro-7-(2,6-dimethyl-4-pyridinyl)-4-oxo-3-quinolinecarboxylate (Example 4C), ethylating the compound of Example 4C by heating it with ethyl iodide in dimethylformamide in the presence of anhydrous potassium carbonate to produce ethyl 1-ethyl-6-fluoro-1,4-dihydro-7-(2,6-dimethyl-4-py... The product is Nc1cccc(C(=O)c2cn(C3CCCC3)c3ncnc(N)c23)c1. As a reaction SMILES: [CH2:30]1[O:31][CH2:32][CH2:33][O:34][CH2:35]1.[CH3:36][CH2:37][OH:38].[Cl-:27].[NH2:1][c:2]1[c:3]2[c:4]([n:5][cH:6][n:7]1)[n:8]([CH:22]1[CH2:23][CH2:24][CH2:25][CH2:26]1)[cH:9][c:10]2[C:11](=[O:12])[c:13]1[cH:14][c:15]([N+:19]([O-:20])=[O:21])[cH:16][cH:17][cH:18]1.[NH4+:28].[OH2:29]>>[NH2:1][c:2]1[c:3]2[c:4]([n:5][cH:6][n:7]1)[n:8]([CH:22]1[CH2:23][CH2:24][CH2:25][CH2:26]1)[cH:9][c:10]2[C:11](=[O:12])[c:13]1[cH:14][c:15]([NH2:19])[cH:16][cH:17][cH:18]1. The reactants are C1COCCO1, CCO, [Cl-], Nc1ncnc2c1c(C(=O)c1cccc([N+](=O)[O-])c1)cn2C1CCCC1, [NH4+], O. Starting materials: O=C(O)c1cn(Cc2ccccc2)c2ccc(Cl)cc2c1=O, CC(=O)O, CN1CCCC1=O, NCCN, O. Product: NCCNc1ccc2c(c1)c(=O)c(C(=O)O)cn2Cc1ccccc1. As a reaction SMILES: [CH2:1]([c:2]1[cH:3][cH:4][cH:5][cH:6][cH:7]1)[n:8]1[cH:9][c:10]([C:20](=[O:21])[OH:22])[c:11](=[O:19])[c:12]2[cH:13][c:14]([Cl:18])[cH:15][cH:16][c:17]12.[CH3:28][C:29](=[O:30])[OH:31].[CH3:32][N:33]1[CH2:34][CH2:35][CH2:36][C:37]1=[O:38].[NH2:23][CH2:24][CH2:25][NH2:26].[OH2:27]>>[CH2:1]([c:2]1[cH:3][cH:4][cH:5][cH:6][cH:7]1)[n:8]1[cH:9][c:10]([C:20](=[O:21])[OH:22])[c:11](=[O:19])[c:12]2[cH:13][c:14]([NH:26][CH2:25][CH2:24][NH2:23])[cH:15][cH:16][c:17]12.